This data is from the Open Reaction Database (ORD), a public repository of structured organic reaction records. The task is: describe an organic reaction: reactants, conditions, products, and yield Starting materials: N1N=CN=C1 (1,2,4-triazole), ClC=1N=C(C2=C(N1)SC(=C2C)C)NCCC2=CC1=C(C=C2)OCO1 (2-chloro-5,6-dimethyl-4-(3,4-methylenedioxyphenethylamino)-thieno-[2,3-d]-pyrimidine). Yields the product N1(N=CN=C1)C=1N=C(C2=C(N1)SC(=C2C)C)NCCC2=CC1=C(C=C2)OCO1 (2-(1,2,4-triazol-1-yl)-5,6-dimethyl-4-(3,4-methylenedioxyphenethylamino)-thieno-[2,3-d]-pyrimidine). Reaction SMILES: [NH:1]1[CH:5]=[N:4][CH:3]=[N:2]1.Cl[C:7]1[N:8]=[C:9]([NH:18][CH2:19][CH2:20][C:21]2[CH:26]=[CH:25][C:24]3[O:27][CH2:28][O:29][C:23]=3[CH:22]=2)[C:10]2[C:15]([CH3:16])=[C:14]([CH3:17])[S:13][C:11]=2[N:12]=1>>[N:1]1([C:7]2[N:8]=[C:9]([NH:18][CH2:19][CH2:20][C:21]3[CH:26]=[CH:25][C:24]4[O:27][CH2:28][O:29][C:23]=4[CH:22]=3)[C:10]3[C:15]([CH3:16])=[C:14]([CH3:17])[S:13][C:11]=3[N:12]=2)[CH:5]=[N:4][CH:3]=[N:2]1. Procedure details: Following the procedure of Example 97, the reaction of 1,2,4-triazole with 2-chloro-5,6-dimethyl-4-(3,4-methylenedioxyphenethylamino)-thieno-[2,3-d]-pyrimidine gives 2-(1,2,4-triazol-1-yl)-5,6-dimethyl-4-(3,4-methylenedioxyphenethylamino)-thieno-[2,3-d]-pyrimidine. The reactants are N1C(CC1)=O (azetidine-2-one), C(C)(=O)[O-].[Na+] (sodium acetate), C(C)(=O)O (acetic acid). The reagents and catalysts are [Ru](Cl)(Cl)Cl (ruthenium trichloride). Solvent: C(C)#N (acetonitrile), C(C)#N (acetonitrile). Reaction conditions: temperature 0 celsius, time 30 minute. Product: C(C)(=O)OC1CC(N1)=O (4-acetoxyazetidine-2-one). The yield is 71.3%. As a reaction SMILES: [NH:1]1[CH2:4][CH2:3][C:2]1=[O:5].[C:6]([O-:9])(=[O:8])[CH3:7].[Na+].C(O)(=O)C>C(#N)C.[Ru](Cl)(Cl)Cl>[C:6]([O:9][CH:4]1[NH:1][C:2](=[O:5])[CH2:3]1)(=[O:8])[CH3:7] |f:1.2|. Reported procedure: 0.71 g of azetidine-2-one and 0.82 g of anhydrous sodium acetate were suspended in 20 ml of acetonitrile and cooled to -5° C., to which 10 ml of acetonitrile containing 0.26 g of ruthenium trichloride.3H2O was added. 3.8 ml of acetic acid containing 40% peracetic acid was carefully dropped thereto so as to maintain the temperature not higher than 0° C., then continuously stirred at 0° C. for 30 minutes. The solvent was distilled off under reduced pressure at a temperature not higher than 40° C.,...